describe an organic reaction: reactants, conditions, products, and yield From a dataset of the Open Reaction Database (ORD), a public repository of structured organic reaction records. The reactants are BrCC(=O)C1=CC=CC=C1 (bromoacetophenone), C(CC#N)#N (malononitrile), C(C)NCC (diethylamine). Run in CN(C)C=O (DMF). Reaction conditions: time 1 hour. Product: NC=1OC(=CC1C#N)C1=CC=CC=C1 (2-Amino-5-phenyl-3-furonitrile). As a reaction SMILES: C(NCC)C.Br[CH2:7][C:8]([C:10]1[CH:15]=[CH:14][CH:13]=[CH:12][CH:11]=1)=[O:9].[C:16](#[N:20])[CH2:17][C:18]#[N:19]>CN(C=O)C>[NH2:20][C:16]1[O:9][C:8]([C:10]2[CH:15]=[CH:14][CH:13]=[CH:12][CH:11]=2)=[CH:7][C:17]=1[C:18]#[N:19]. Reported procedure: Add 68.6 ml (663 mmol) diethylamine dropwise to a mixture of 60.0 g (301 mmol) bromoacetophenone and 25.89 g (391.86 mmol) malononitrile in 130 ml DMF at RT (cooling is required to maintain the temperature). Towards the end of addition, remove the cooling, stir the mixture for 1 h at RT and then add water to 385 ml. Dilute with a further 125 ml water and stir for 20 min at RT. Filter off the precipitated solids with suction, wash twice with 125 ml water each time, dry under suction and wash with...